Dataset: the Open Reaction Database (ORD), a public repository of structured organic reaction records. Task: describe an organic reaction: reactants, conditions, products, and yield Starting materials: N1N=CC(=C1)C=1C2=C(N=CN1)CN(CC2)C(=O)OC(C)(C)C (tert-butyl 4-(1H-pyrazol-4-yl)-5,6-dihydropyrido[3,4-d]pyrimidine-7(8H)-carboxylate), C(=O)(C(F)(F)F)O (TFA). Solvent: C(Cl)Cl (DCM). Run at time 3 hour. Product: N (NH3), N1N=CC(=C1)C=1C2=C(N=CN1)CNCC2 (4-(1H-pyrazol-4-yl)-5,6,7,8-tetrahydropyrido[3,4-d]pyrimidine). Isolated yield 41.0%. As a reaction SMILES: [NH:1]1[CH:5]=[C:4]([C:6]2[C:7]3[CH2:15][CH2:14][N:13](C(OC(C)(C)C)=O)[CH2:12][C:8]=3[N:9]=[CH:10][N:11]=2)[CH:3]=[N:2]1.C(O)(C(F)(F)F)=O>C(Cl)Cl>[NH3:1].[NH:1]1[CH:5]=[C:4]([C:6]2[C:7]3[CH2:15][CH2:14][NH:13][CH2:12][C:8]=3[N:9]=[CH:10][N:11]=2)[CH:3]=[N:2]1. Procedure: To the product of Example 4, step a (81 mg, 0.27 mmol) in DCM (3 mL) was added TFA (0.27 mL). After stirring 3 h the mixture was concentrated in vacuo and loaded directly on a column. Chromatography on SiO2 eluting with 2 M NH3 in MeOH/DCM afforded the desired product as a white solid (22 mg, 41%). MS (ESI) mass calcd. 201.10. m/z found 202.0 [M+H]+. The yield is 91.0%. Reported procedure: After a mixture of ethyl 3-[3-hydroxy-1-[4-(5-methyl-2-phenyl-4-oxazolylmethoxy)benzyl]-1H-pyrazol-4-yl]propionate (650 mg), 1 N aqueous sodium hydroxide solution (5 ml), tetrahydrofuran (5 ml), and ethanol (10 ml) was stirred at room temperature for three hours, 1 N hydrochloric acid (5 ml) was added to the mixture, which was extracted with ethyl acetate. The ethyl acetate layer was washed with saturated aqueous sodium chloride solution, dried (MgSO4), and concentrated. The obtained colorless c... Run at time 3 hour. Run in C(C)O (ethanol). The product is OC1=NN(C=C1CCC(=O)O)CC1=CC=C(C=C1)OCC=1N=C(OC1C)C1=CC=CC=C1 (3-[3-hydroxy-1-[4-(5-methyl-2-phenyl-4-oxazolylmethoxy) benzyl]-1H-pyrazol-4-yl]propionic acid). As a reaction SMILES: [OH:1][C:2]1[C:6]([CH2:7][CH2:8][C:9]([O:11]CC)=[O:10])=[CH:5][N:4]([CH2:14][C:15]2[CH:20]=[CH:19][C:18]([O:21][CH2:22][C:23]3[N:24]=[C:25]([C:29]4[CH:34]=[CH:33][CH:32]=[CH:31][CH:30]=4)[O:26][C:27]=3[CH3:28])=[CH:17][CH:16]=2)[N:3]=1.[OH-].[Na+].O1CCCC1.Cl>C(O)C>[OH:1][C:2]1[C:6]([CH2:7][CH2:8][C:9]([OH:11])=[O:10])=[CH:5][N:4]([CH2:14][C:15]2[CH:16]=[CH:17][C:18]([O:21][CH2:22][C:23]3[N:24]=[C:25]([C:29]4[CH:30]=[CH:31][CH:32]=[CH:33][CH:34]=4)[O:26][C:27]=3[CH3:28])=[CH:19][CH:20]=2)[N:3]=1 |f:1.2|. Reactants: Cl (hydrochloric acid), OC1=NN(C=C1CCC(=O)OCC)CC1=CC=C(C=C1)OCC=1N=C(OC1C)C1=CC=CC=C1 (ethyl 3-[3-hydroxy-1-[4-(5-methyl-2-phenyl-4-oxazolylmethoxy)benzyl]-1H-pyrazol-4-yl]propionate), [OH-].[Na+] (sodium hydroxide), O1CCCC1 (tetrahydrofuran). Reported procedure: Starting from (+/−)-methyl(8-bromo-6-fluoro-2,3-dihydro-1H-pyrrolo[1,2-a]indol-1-yl)acetate (example 7, Step 8) and 4-chloro-2-iodobenzoyl chloride, the title compound was synthesized following the procedures described in Step 1 of Example 61 and Step 10 of Example 7. Product: BrC=1C=2C(=C3N(C2C=C(C1)F)CCC3CC(=O)O)C(C3=C(C=C(C=C3)Cl)I)=O ((+/−)-[8-bromo-9-(4-chloro-2-iodobenzoyl)-6-fluoro-2,3-dihydro-1H-pyrrolo[1,2-a]indol-1-yl]acetic acid). Starting materials: CC(C(=O)[O-])C1CCN2C1=CC=1C(=CC(=CC21)F)Br ((+/−)-methyl(8-bromo-6-fluoro-2,3-dihydro-1H-pyrrolo[1,2-a]indol-1-yl)acetate), ClC1=CC(=C(C(=O)Cl)C=C1)I (4-chloro-2-iodobenzoyl chloride). Reaction SMILES: C[CH:2]([CH:6]1[C:10]2=[CH:11][C:12]3[C:13]([Br:19])=[CH:14][C:15]([F:18])=[CH:16][C:17]=3[N:9]2[CH2:8][CH2:7]1)[C:3]([O-:5])=[O:4].[Cl:20][C:21]1[CH:29]=[CH:28][C:24]([C:25](Cl)=[O:26])=[C:23]([I:30])[CH:22]=1>>[Br:19][C:13]1[C:12]2[C:11]([C:25](=[O:26])[C:24]3[CH:28]=[CH:29][C:21]([Cl:20])=[CH:22][C:23]=3[I:30])=[C:10]3[CH:6]([CH2:2][C:3]([OH:5])=[O:4])[CH2:7][CH2:8][N:9]3[C:17]=2[CH:16]=[C:15]([F:18])[CH:14]=1.